From a dataset of the Open Reaction Database (ORD), a public repository of structured organic reaction records. describe an organic reaction: reactants, conditions, products, and yield Starting materials: O=C(Nc1ccncc1F)c1cnc2c(Br)cc(Cl)nn12, C1CCOC1, Nc1cc(Cl)cc(N)n1, [H-], [Na+], CN(C)C=O, O. Product: Nc1cc(Cl)cc(Nc2cc(Cl)nn3c(C(=O)Nc4ccncc4F)cnc23)n1. As a reaction SMILES: [Br:12][c:13]1[c:14]2[n:15]([n:16][c:17]([Cl:19])[cH:18]1)[c:20]([C:23](=[O:24])[NH:25][c:26]1[c:27]([F:32])[cH:28][n:29][cH:30][cH:31]1)[cH:21][n:22]2.[CH2:38]1[O:39][CH2:40][CH2:41][CH2:42]1.[Cl:1][c:2]1[cH:3][c:4]([NH2:9])[n:5][c:6]([NH2:8])[cH:7]1.[H-:11].[Na+:10].[O:33]=[CH:34][N:35]([CH3:36])[CH3:37].[OH2:43]>>[Cl:1][c:2]1[cH:3][c:4]([NH:9][c:13]2[c:14]3[n:15]([n:16][c:17]([Cl:19])[cH:18]2)[c:20]([C:23](=[O:24])[NH:25][c:26]2[c:27]([F:32])[cH:28][n:29][cH:30][cH:31]2)[cH:21][n:22]3)[n:5][c:6]([NH2:8])[cH:7]1. The reactants are ClC1=CC=C(S1)C(=O)NCC1=CC(=NO1)C1=CC=C(C=C1)I (5-Chloro-N-((3-(4-iodophenyl)isoxazol-5-yl)methyl)thiophene-2-carboxamide), OC1=NC=CC=C1 (2-hydroxypyridine), CNCCNC (N,N′-dimethylethylenediamine), [O-]P(=O)([O-])[O-].[K+].[K+].[K+] (K3PO4). Reagents/catalysts: [Cu]I (CuI). The solvent is CS(=O)C (DMSO), O1CCOCC1 (dioxane). Conditions: temperature 120 celsius. The product is ClC1=CC=C(S1)C(=O)NCC1=CC(=NO1)C1=CC=C(C=C1)N1C(C=CC=C1)=O (5-Chloro-N-((3-(4-(2-oxopyridin-1(2H)-yl)phenyl)isoxazol-5-yl)methyl)thiophene-2-carboxamide). RXN SMILES: [Cl:1][C:2]1[S:6][C:5]([C:7]([NH:9][CH2:10][C:11]2[O:15][N:14]=[C:13]([C:16]3[CH:21]=[CH:20][C:19](I)=[CH:18][CH:17]=3)[CH:12]=2)=[O:8])=[CH:4][CH:3]=1.[OH:23][C:24]1[CH:29]=[CH:28][CH:27]=[CH:26][N:25]=1.CNCCNC.[O-]P([O-])([O-])=O.[K+].[K+].[K+]>O1CCOCC1.[Cu]I.CS(C)=O>[Cl:1][C:2]1[S:6][C:5]([C:7]([NH:9][CH2:10][C:11]2[O:15][N:14]=[C:13]([C:16]3[CH:21]=[CH:20][C:19]([N:25]4[CH:26]=[CH:27][CH:28]=[CH:29][C:24]4=[O:23])=[CH:18][CH:17]=3)[CH:12]=2)=[O:8])=[CH:4][CH:3]=1 |f:3.4.5.6|. Procedure: Aryl iodide (Example 288, 43 mg, 0.1 mmol) and 2-hydroxypyridine (38 mg, 0.4 mmol) were dissolved in 1.2 mL dry dioxane and 0.5 mL dry DMSO in a sealed tube. To it were added N,N′-dimethylethylenediamine (11 μL, 0.1 mmol), CuI (10 mg, 0.05 mmol) and K3PO4 (42 mg, 0.2 mmol) in order. The mixture was stirred and heated in 120° C. bath for 6 hrs. The mixture was filtered and directly subjected to reverse phase preparative HPLC to isolate the title compound as a white powder after lyophilization. MS... Reactants: ClC=1N=C(C2=C(N1)N(C=C2)S(=O)(=O)C2=CC=C(C=C2)C)NC2=CC=C(C(=C2C(=O)N)F)F (6-({2-chloro-7-[(4-methylphenyl)sulfonyl]-7H-pyrrolo[2,3-d]pyrimidin-4-yl}amino)-2,3-difluorobenzamide), CN(C)CC(=O)N1CCC2=CC(=C(C=C12)N)OC (1-[(dimethylamino)acetyl]-5-(methyloxy)-2,3-dihydro-1H-indol-6-amine), Cl (hydrochloric acid), solution, O1CCOCC1 (dioxane), [I-].[K+] (potassium iodide). The solvent is FC(CO)(F)F (2,2,2-trifluoroethanol), ClCCl (dichloromethane), C([O-])(O)=O.[Na+] (sodium bicarbonate). Conditions: temperature 90 celsius, time 24 hour. The product is CN(CC(=O)N1CCC2=CC(=C(C=C12)NC1=NC2=C(C3=NC4=CC=C(C(=C4C(N31)=O)F)F)C=CN2S(=O)(=O)C2=CC=C(C=C2)C)OC)C (5-{[1-(N,N-dimethylglycyl)-5-(methyloxy)-2,3-dihydro-1H-indol-6-yl]amino}-8,9-difluoro-3-[(4-methylphenyl)sulfonyl]pyrrolo[2′,3′:4,5]pyrimido[6,1-b]quinazolin-7(3H)-one). Isolated yield 108.1%. Reaction SMILES: Cl[C:2]1[N:3]=[C:4]([NH:21][C:22]2[C:27]([C:28]([NH2:30])=[O:29])=[C:26]([F:31])[C:25]([F:32])=[CH:24][CH:23]=2)[C:5]2[CH:10]=[CH:9][N:8]([S:11]([C:14]3[CH:19]=[CH:18][C:17]([CH3:20])=[CH:16][CH:15]=3)(=[O:13])=[O:12])[C:6]=2[N:7]=1.[CH3:33][N:34]([CH2:36][C:37]([N:39]1[C:47]2[C:42](=[CH:43][C:44]([O:49][CH3:50])=[C:45](N)[CH:46]=2)[CH2:41][CH2:40]1)=[O:38])[CH3:35].Cl.O1CCOCC1.[I-].[K+]>FC(F)(F)CO.ClCCl.C(=O)(O)[O-].[Na+]>[CH3:33][N:34]([CH3:35])[CH2:36][C:37]([N:39]1[C:47]2[C:42](=[CH:43][C:44]([O:49][CH3:50])=[C:45]([NH:3][C:2]3[N:30]4[C:4](=[N:21][C:22]5[C:27]([C:28]4=[O:29])=[C:26]([F:31])[C:25]([F:32])=[CH:24][CH:23]=5)[C:5]4[CH:10]=[CH:9][N:8]([S:11]([C:14]5[CH:19]=[CH:18][C:17]([CH3:20])=[CH:16][CH:15]=5)(=[O:13])=[O:12])[C:6]=4[N:7]=3)[CH:46]=2)[CH2:41][CH2:40]1)=[O:38] |f:4.5,8.9|. Procedure: To a suspension of 6-({2-chloro-7-[(4-methylphenyl)sulfonyl]-7H-pyrrolo[2,3-d]pyrimidin-4-yl}amino)-2,3-difluorobenzamide (350 mg, 0.732 mmol) in 2,2,2-trifluoroethanol (10 ml) was added 1-[(dimethylamino)acetyl]-5-(methyloxy)-2,3-dihydro-1H-indol-6-amine (228 mg, 0.916 mmol), hydrochloric acid as a 4.0M solution in dioxane (1.47 ml, 5.86 mmol), and catalytic potassium iodide (<10 mg). The resulting slurry was stirred at 90° C. in a pressure vial for 24 hours, at which time all solids had comple... The reactants are [N+](=O)([O-])C1=CN=C(N1C)C1=NN=C2N1N=C(C=C2)Cl (3-(5-nitro-1-methyl-2-imidazolyl)-6- -chloro-s-triazolo[4,3-b]pyridazine), O1CCOCC1 (dioxan), C[O-].[Na+] (sodium methylate). Run in CO (methanol). Product: [N+](=O)([O-])C1=CN=C(N1C)C1=NN=C2N1N=C(C=C2)OC (3-(5-Nitro-1-methyl-2-imidazolyl)-6 -methoxy-s-triazolo[4,3-b]pyridazine). Reaction SMILES: [N+:1]([C:4]1[N:8]([CH3:9])[C:7]([C:10]2[N:14]3[N:15]=[C:16](Cl)[CH:17]=[CH:18][C:13]3=[N:12][N:11]=2)=[N:6][CH:5]=1)([O-:3])=[O:2].[O:20]1CCOC[CH2:21]1.C[O-].[Na+]>CO>[N+:1]([C:4]1[N:8]([CH3:9])[C:7]([C:10]2[N:14]3[N:15]=[C:16]([O:20][CH3:21])[CH:17]=[CH:18][C:13]3=[N:12][N:11]=2)=[N:6][CH:5]=1)([O-:3])=[O:2] |f:2.3|. Reported procedure: 1.96 g. crude 3-(5-nitro-1-methyl-2-imidazolyl)-6- -chloro-s-triazolo[4,3-b]pyridazine was dissolved in 35 ml. of a mixture of dioxan and methanol (1:1), 0.84 g. sodium methylate added thereto, the reaction mixture heated under reflux for 1 hour, the solution then evaporated in a vacuum, the residue triturated with water, filtered with suction and dried at 120° C. in a vacuum. There was thus obtained 0.64 g. of the desired 3-(5-nitro-1-methyl-2-imidazolyl)-6-methoxy-s-triazolo[4,3-b] pyridazine,... Starting materials: ClC1=CC(=NC2=CC=CC=C12)C1=CC(=C(C=C1)Cl)Cl (4-chloro-2-(3,4-dichloro-phenyl)-quinoline), NCC(CO)O ((RS)-3-amino-1,2-propandiol). The product is Cl.ClC=1C=C(C=CC1Cl)C1=NC2=CC=CC=C2C(=C1)NCC(CO)O ((RS)-3-[2-(3,4-Dichloro-phenyl)-quinolin-4-ylamino]-propane-1,2-diol hydrochloride). RXN SMILES: [Cl:1][C:2]1[C:11]2[C:6](=[CH:7][CH:8]=[CH:9][CH:10]=2)[N:5]=[C:4]([C:12]2[CH:17]=[CH:16][C:15]([Cl:18])=[C:14]([Cl:19])[CH:13]=2)[CH:3]=1.[NH2:20][CH2:21][CH:22]([OH:25])[CH2:23][OH:24]>>[ClH:1].[Cl:19][C:14]1[CH:13]=[C:12]([C:4]2[CH:3]=[C:2]([NH:20][CH2:21][CH:22]([OH:25])[CH2:23][OH:24])[C:11]3[C:6](=[CH:7][CH:8]=[CH:9][CH:10]=3)[N:5]=2)[CH:17]=[CH:16][C:15]=1[Cl:18] |f:2.3|. Procedure: The title compound, m.p. 234-236° C., and MS: m/e=362 (M+), was prepared from 4-chloro-2-(3,4-dichloro-phenyl)-quinoline and (RS)-3-amino-1,2-propandiol. Reactants: CC(C)=O, Cc1ccc(S(=O)(=O)Cl)cc1, [N-]=[N+]=[N-], [Na+], O. Yields the product Cc1ccc(S(=O)(=O)N=[N+]=[N-])cc1. As a reaction SMILES: [CH3:17][C:18]([CH3:19])=[O:20].[CH3:5][c:6]1[cH:7][cH:8][c:9]([S:12](=[O:13])(=[O:14])[Cl:15])[cH:10][cH:11]1.[N-:2]=[N+:3]=[N-:4].[Na+:1].[OH2:16]>>[N:2](=[N+:3]=[N-:4])[S:12]([c:9]1[cH:8][cH:7][c:6]([CH3:5])[cH:11][cH:10]1)(=[O:13])=[O:14]. Reactants: CC(C)(C)C(=O)N1CCC(Cc2n[nH]c(=O)n2-c2ccc(Br)cc2)C1, O=C([O-])[O-], CC1(C)OB(c2ccc3cccnc3c2)OC1(C)C, [K+], [K+], C1COCCO1. Product: CC(C)(C)C(=O)N1CCC(Cc2n[nH]c(=O)n2-c2ccc(-c3ccc4cccnc4c3)cc2)C1. As a reaction SMILES: [Br:1][c:2]1[cH:3][cH:4][c:5](-[n:8]2[c:9](=[O:25])[nH:10][n:11][c:12]2[CH2:13][CH:14]2[CH2:15][N:16]([C:19]([C:20]([CH3:21])([CH3:22])[CH3:23])=[O:24])[CH2:17][CH2:18]2)[cH:6][cH:7]1.[C:45](=[O:46])([O-:47])[O-:48].[CH3:26][C:27]1([CH3:28])[C:29]([CH3:30])([CH3:31])[O:32][B:33]([c:34]2[cH:35][cH:36][c:37]3[cH:38][cH:39][cH:40][n:41][c:42]3[cH:43]2)[O:44]1.[K+:49].[K+:50].[O:51]1[CH2:52][CH2:53][O:54][CH2:55][CH2:56]1>>[c:2]1(-[c:34]2[cH:35][cH:36][c:37]3[cH:38][cH:39][cH:40][n:41][c:42]3[cH:43]2)[cH:3][cH:4][c:5](-[n:8]2[c:9](=[O:25])[nH:10][n:11][c:12]2[CH2:13][CH:14]2[CH2:15][N:16]([C:19]([C:20]([CH3:21])([CH3:22])[CH3:23])=[O:24])[CH2:17][CH2:18]2)[cH:6][cH:7]1. Starting materials: C(=O)(O)CCCCCCN1N=NN=C1S (1-(6-carboxyhexyl)tetrazole-5-thiol), C(=O)(O)CCCCCCCCN1N=NN=C1S (1-(8-carboxyoctyl)tetrazole-5-thiol). Product: C(N)(=O)CCCCCCN1N=NN=C1S (1-(6-Carbamoylhexyl)tetrazole-5-thiol), C(N)(=O)CCCCCCCCN1N=NN=C1S (1-(8-carbamoyloctyl)tetrazole-5-thiol). As a reaction SMILES: [C:1]([CH2:4][CH2:5][CH2:6][CH2:7][CH2:8][CH2:9][N:10]1[C:14]([SH:15])=[N:13][N:12]=[N:11]1)(O)=[O:2].[C:16]([CH2:19][CH2:20][CH2:21][CH2:22][CH2:23][CH2:24][CH2:25][CH2:26][N:27]1[C:31]([SH:32])=[N:30][N:29]=[N:28]1)(O)=[O:17]>>[C:1]([CH2:4][CH2:5][CH2:6][CH2:7][CH2:8][CH2:9][N:10]1[C:14]([SH:15])=[N:13][N:12]=[N:11]1)(=[O:2])[NH2:27].[C:16]([CH2:19][CH2:20][CH2:21][CH2:22][CH2:23][CH2:24][CH2:25][CH2:26][N:27]1[C:31]([SH:32])=[N:30][N:29]=[N:28]1)(=[O:17])[NH2:10]. Reported procedure: 1-(6-Carbamoylhexyl)tetrazole-5-thiol and 1-(8-carbamoyloctyl)tetrazole-5-thiol are prepared from 1-(6-carboxyhexyl)tetrazole-5-thiol and 1-(8-carboxyoctyl)tetrazole-5-thiol according to the procedure described in Example 5. Reactants: FC(OC1=CC=C(C=C1)C=CC(=O)N)(F)F (3-(4-Trifluoromethoxy-phenyl)-acrylamide), ClC(C(C)=O)Cl (dichloro acetone). Solvent: C1(=CC=CC=C1)C (toluene). Product: ClCC=1N=C(OC1)C=CC1=CC=C(C=C1)OC(F)(F)F (4-Chloromethyl-2-[2-(4-trifluoromethoxy-phenyl)-vinyl]-oxazole). RXN SMILES: [F:1][C:2]([F:16])([F:15])[O:3][C:4]1[CH:9]=[CH:8][C:7]([CH:10]=[CH:11][C:12]([NH2:14])=[O:13])=[CH:6][CH:5]=1.[Cl:17][CH:18](Cl)[C:19](=O)[CH3:20]>C1(C)C=CC=CC=1>[Cl:17][CH2:18][C:19]1[N:14]=[C:12]([CH:11]=[CH:10][C:7]2[CH:6]=[CH:5][C:4]([O:3][C:2]([F:15])([F:16])[F:1])=[CH:9][CH:8]=2)[O:13][CH:20]=1. Reported procedure: 4.28 g (18.5 mmol) 3-(4-Trifluoromethoxy-phenyl)-acrylamide, 2.80 g (22.2 mmol) dichloro acetone and 30.0 ml toluene were kept at reflux temperature for 16 h with continuous removal of water by use of a Dean-Stark trap. After removal of solvents in vacuo, the residue was purified by chromatography on silica gel (eluent: heptane/ethyl acetate 20:1). All fractions containing the product were concentrated to a volume of 10 ml and the crystallized material isolated by filtration, washed with cold he...